The task is: describe an organic reaction: reactants, conditions, products, and yield. This data is from the Open Reaction Database (ORD), a public repository of structured organic reaction records. The reactants are [O-]Cl.[Na+] (NaClO), O1CCN(CC1)SC=1SC2=C(N1)C=CC=C2 (2-morpholinosulphenyl-benzothiazole), Cl[O-].[Na+] (sodium hypochlorite), C([O-])([O-])=O.[Na+].[Na+] (sodium carbonate), C([O-])(O)=O.[Na+] (sodium bicarbonate), [OH-].[Na+] (caustic soda). Run in O (water). Run at temperature 25 celsius. The product is O1CCN(CC1)S(=O)C=1SC2=C(N1)C=CC=C2 (2-morpholinosulphinyl-benzothiazole). Yield: 93.0%. RXN SMILES: [O:1]1[CH2:6][CH2:5][N:4]([S:7][C:8]2[S:9][C:10]3[CH:16]=[CH:15][CH:14]=[CH:13][C:11]=3[N:12]=2)[CH2:3][CH2:2]1.C(=O)([O-])[O-:18].[Na+].[Na+].C(=O)(O)[O-].[Na+].Cl[O-].[Na+].[OH-].[Na+]>O>[O:1]1[CH2:6][CH2:5][N:4]([S:7]([C:8]2[S:9][C:10]3[CH:16]=[CH:15][CH:14]=[CH:13][C:11]=3[N:12]=2)=[O:18])[CH2:3][CH2:2]1 |f:1.2.3,4.5,6.7,8.9|. Procedure details: 37.8 parts of 2-morpholinosulphenyl-benzothiazole are suspended in 65 parts of water containing 5 parts of sodium carbonate and 1 part of sodium bicarbonate. 90 parts by volume of an aqueous solution of sodium hypochlorite titrating 177 g. of NaClO and 3 g. of free caustic soda per liter are slowly introduced in a period of one hour into the well stirred suspension. The temperature is maintained at 25° C. and the mixture is stirred for 20 hours at this temperature. It is filtered, the solid is w... Starting materials: C(#N)C=1C(=O)NC(C1OC)=O (2-cyano-3-methoxymaleimide), 16.5, O.NN (hydrazine hydrate). Run in C(C)(C)O (isopropanol). The product is C(#N)C=1C(=O)NC(C1NN)=O (2-cyano-3-hydrazinomaleimide). Isolated yield 94.0%. As a reaction SMILES: [C:1]([C:3]1[C:4]([NH:6][C:7](=[O:11])[C:8]=1OC)=[O:5])#[N:2].O.[NH2:13][NH2:14]>C(O)(C)C>[C:1]([C:3]1[C:4]([NH:6][C:7](=[O:11])[C:8]=1[NH:13][NH2:14])=[O:5])#[N:2] |f:1.2|. Procedure: 50 parts of 2-cyano-3-methoxymaleimide are introduced into a solution of 16.5 parts of hydrazine hydrate in 300 parts by volume of isopropanol, while cooling with ice, the reaction mixture is then stirred at room temperature for half an hour, and the red precipitate is filtered off under suction, washed with isopropanol and dried. 47 PG,6 parts (94% of theory) of 2-cyano-3-hydrazinomaleimide of melting point >350° C. are obtained. IR (KBr): 3120, 2200, 1670 cm-1. Starting materials: CCOC(=O)C(CN)c1ccc(OC)c(OC)c1, ClCCl, COc1ccc(CC(=O)O)cc1OC, COc1ccc(CC(=O)O)cc1OC, Cc1ccccc1, [Cl-], Cl, [Na+], [OH-], O, O=S(Cl)Cl. Product: CCOC(=O)C(CNC(=O)Cc1ccc(OC)c(OC)c1)c1ccc(OC)c(OC)c1. Reaction SMILES: [CH2:2]([CH3:3])[O:4][C:5]([CH:6]([c:7]1[cH:8][c:9]([O:15][CH3:16])[c:10]([O:13][CH3:14])[cH:11][cH:12]1)[CH2:17][NH2:18])=[O:19].[CH2:62]([Cl:63])[Cl:64].[CH3:23][O:24][c:25]1[cH:26][c:27]([CH2:33][C:34](=[O:35])[OH:36])[cH:28][cH:29][c:30]1[O:31][CH3:32].[CH3:41][O:42][c:43]1[cH:44][c:45]([CH2:46][C:47]([OH:48])=[O:49])[cH:50][cH:51][c:52]1[O:53][CH3:54].[CH3:55][c:56]1[cH:57][cH:58][cH:59][cH:60][cH:61]1.[Cl-:22].[ClH:1].[Na+:21].[OH-:20].[OH2:65].[S:37]([Cl:38])([Cl:39])=[O:40]>>[CH2:2]([CH3:3])[O:4][C:5]([CH:6]([c:7]1[cH:8][c:9]([O:15][CH3:16])[c:10]([O:13][CH3:14])[cH:11][cH:12]1)[CH2:17][NH:18][C:34]([CH2:33][c:27]1[cH:26][c:25]([O:24][CH3:23])[c:30]([O:31][CH3:32])[cH:29][cH:28]1)=[O:35])=[O:19]. Reactants: ClC1=C2C=CC(=NC2=NC=C1)C1=NC=CC=C1C (5-chloro-2-(3-methylpyridin-2-yl)-[1,8]naphthyridine), NC1=NC=C(C=N1)C(F)(F)F (2-amino-5-trifluoromethylpyrimidine), CC1(C2=C(C(=CC=C2)P(C3=CC=CC=C3)C4=CC=CC=C4)OC5=C(C=CC=C51)P(C6=CC=CC=C6)C7=CC=CC=C7)C (xantphos), C(=O)([O-])[O-].[Cs+].[Cs+] (Cs2CO3). The reagents and catalysts are C=1C=CC(=CC1)/C=C/C(=O)/C=C/C2=CC=CC=C2.C=1C=CC(=CC1)/C=C/C(=O)/C=C/C2=CC=CC=C2.C=1C=CC(=CC1)/C=C/C(=O)/C=C/C2=CC=CC=C2.[Pd].[Pd] (Pd2(dba)3). Run in O1CCOCC1 (dioxane). Yields the product CC=1C(=NC=CC1)C1=CC=C2C(=CC=NC2=N1)NC1=NC=C(C=N1)C(F)(F)F (7-(3-Methylpyridin-2-yl)-N-(5-(trifluoromethyl)pyrimidin-2-yl)-[1,8]naphthyridin-4-amine). RXN SMILES: Cl[C:2]1[CH:11]=[CH:10][N:9]=[C:8]2[C:3]=1[CH:4]=[CH:5][C:6]([C:12]1[C:17]([CH3:18])=[CH:16][CH:15]=[CH:14][N:13]=1)=[N:7]2.[NH2:19][C:20]1[N:25]=[CH:24][C:23]([C:26]([F:29])([F:28])[F:27])=[CH:22][N:21]=1.CC1(C)C2C(=C(P(C3C=CC=CC=3)C3C=CC=CC=3)C=CC=2)OC2C(P(C3C=CC=CC=3)C3C=CC=CC=3)=CC=CC1=2.C([O-])([O-])=O.[Cs+].[Cs+]>O1CCOCC1.C1C=CC(/C=C/C(/C=C/C2C=CC=CC=2)=O)=CC=1.C1C=CC(/C=C/C(/C=C/C2C=CC=CC=2)=O)=CC=1.C1C=CC(/C=C/C(/C=C/C2C=CC=CC=2)=O)=CC=1.[Pd].[Pd]>[CH3:18][C:17]1[C:12]([C:6]2[N:7]=[C:8]3[C:3]([C:2]([NH:19][C:20]4[N:21]=[CH:22][C:23]([C:26]([F:29])([F:27])[F:28])=[CH:24][N:25]=4)=[CH:11][CH:10]=[N:9]3)=[CH:4][CH:5]=2)=[N:13][CH:14]=[CH:15][CH:16]=1 |f:3.4.5,7.8.9.10.11|. Procedure details: Heat a mixture of 5-chloro-2-(3-methylpyridin-2-yl)-[1,8]naphthyridine (51 mg, 0.2 mmol), 2-amino-5-trifluoromethylpyrimidine (42.0 mg, 0.25 mmol), xantphos (11.6 mg, 0.02 mmol), Pd2(dba)3 (18.3 mg, 0.02 mmol) and Cs2CO3 (130 mg, 0.4 mmol) in dioxane (2.0 mL) at 100° C. for 20 hours. Cool the mixture, concentrate under vacuum, dilute with EtOAc/water (5.0 mL each), filter through celite, wash celite with EtOAc (2×5 mL) and dry the combined organic layers with MgSO4. Filter the dried extract and ...